Dataset: the Open Reaction Database (ORD), a public repository of structured organic reaction records. Task: describe an organic reaction: reactants, conditions, products, and yield The reactants are CC(C)c1ccc(CCl)cc1, ClC(Cl)Cl, [Cl-], [Cl-], CCc1cc(Cl)ccc1O, [Zn+2]. Product: CCc1cc(Cl)cc(Cc2ccc(C(C)C)cc2)c1O. Reaction SMILES: [CH:11]([CH3:12])([CH3:13])[c:14]1[cH:15][cH:16][c:17]([CH2:18][Cl:19])[cH:20][cH:21]1.[CH:22]([Cl:23])([Cl:24])[Cl:25].[Cl-:26].[Cl-:28].[Cl:1][c:2]1[cH:3][c:4]([CH2:9][CH3:10])[c:5]([OH:8])[cH:6][cH:7]1.[Zn+2:27]>>[Cl:1][c:2]1[cH:3][c:4]([CH2:9][CH3:10])[c:5]([OH:8])[c:6]([CH2:18][c:17]2[cH:16][cH:15][c:14]([CH:11]([CH3:12])[CH3:13])[cH:21][cH:20]2)[cH:7]1. The reactants are NC1=NC=CC=C1OCC1=C(C=C(C=C1C)C)C (2-amino-3-(2,4,6-trimethylbenzyloxy)pyridine), ClC1=CC=C(C=C1)N=C=S (4chlorophenyl isothiocyanate), C1(=CC=CC=C1)C (toluene). Solvent: C(C)OCC (diethyl ether). Product: CC1=C(COC=2C(=NC=CC2)NC(=S)NC2=CC=C(C=C2)Cl)C(=CC(=C1)C)C (N-(3-(2,4,6-Trimethylbenzyloxy)pyrid-2-yl)-N'-(4-chlorophenyl)thiourea). RXN SMILES: [NH2:1][C:2]1[C:7]([O:8][CH2:9][C:10]2[C:15]([CH3:16])=[CH:14][C:13]([CH3:17])=[CH:12][C:11]=2[CH3:18])=[CH:6][CH:5]=[CH:4][N:3]=1.[Cl:19][C:20]1[CH:25]=[CH:24][C:23]([N:26]=[C:27]=[S:28])=[CH:22][CH:21]=1.C1(C)C=CC=CC=1>C(OCC)C>[CH3:18][C:11]1[CH:12]=[C:13]([CH3:17])[CH:14]=[C:15]([CH3:16])[C:10]=1[CH2:9][O:8][C:7]1[C:2]([NH:1][C:27]([NH:26][C:23]2[CH:24]=[CH:25][C:20]([Cl:19])=[CH:21][CH:22]=2)=[S:28])=[N:3][CH:4]=[CH:5][CH:6]=1. Reported procedure: A mixture of 2-amino-3-(2,4,6-trimethylbenzyloxy)pyridine (2.00 g, 0.0082 mol), 4chlorophenyl isothiocyanate (1.68 g, 0.0099 mol) and toluene (10 ml) was refluxed for 3 hours, then cooled and treated with diethyl ether to induce crystallisation of the product. Yield 2.37 g (70%), m.p. 180°-182 ° C.